Task: describe an organic reaction: reactants, conditions, products, and yield. Dataset: the Open Reaction Database (ORD), a public repository of structured organic reaction records The reactants are methyl halide, N1=C(C=CC=C1)OC1=CC=C(C=C1)CCl (4-(2-pyridyloxy)phenylmethyl chloride), N1CCNCC1 (piperazine), N1(CCNCC1)C(=O)OCC (ethyl 1-piperazinecarboxylate). Yields the product ethyl ester, N1=C(C=CC=C1)OC1=CC=C(C=C1)CN1CCN(CC1)C(=O)OCC (ethyl 4-[(4-(2-pyridyloxy)phenyl)methyl]piperazinecarboxylate). Reaction SMILES: N1CCNCC1.[N:7]1([C:13]([O:15][CH2:16][CH3:17])=[O:14])[CH2:12][CH2:11][NH:10][CH2:9][CH2:8]1.[N:18]1[CH:23]=[CH:22][CH:21]=[CH:20][C:19]=1[O:24][C:25]1[CH:30]=[CH:29][C:28]([CH2:31]Cl)=[CH:27][CH:26]=1>>[N:18]1[CH:23]=[CH:22][CH:21]=[CH:20][C:19]=1[O:24][C:25]1[CH:26]=[CH:27][C:28]([CH2:31][N:10]2[CH2:11][CH2:12][N:7]([C:13]([O:15][CH2:16][CH3:17])=[O:14])[CH2:8][CH2:9]2)=[CH:29][CH:30]=1. Procedure: As depicted in Scheme 5, the known piperazine intermediate, for example, ethyl 1-piperazinecarboxylate (2000-2001 Aldrich Chemical catalog, pg 795), was reacted with the known methyl halide, for example 4-(2-pyridyloxy)phenylmethyl chloride (WO 97/26252) under basic conditions in an appropriate solvent, affording the corresponding ethyl ester, ethyl 4-[(4-(2-pyridyloxy)phenyl)methyl]piperazinecarboxylate (AA). Intermediate (AA) was then oxidized with, for example 30% hydrogen peroxide, providing... Reactants: [Si](C1=CC=CC=C1)(C1=CC=CC=C1)(C(C)(C)C)OC[C@@H]1CC[C@@H](S1)N1C(=O)N=C(N)C=C1 (5'-O-t-Butyldiphenylsilyl-4'-thio-2',3'-dideoxycytidine), [F-].C(CCC)[N+](CCCC)(CCCC)CCCC (tetrabutylammonium fluoride), C(C)(=O)O (acetic acid). Solvent: O (water), C(C)OCC (ethyl ether), O1CCCC1 (tetrahydrofuran), C1CCOC1 (THF). Reaction conditions: temperature 25 celsius, time 8 hour. Product: [C@@H]1(CC[C@@H](CO)S1)N1C(=O)N=C(N)C=C1 (4'-Thio-2',3'-dideoxycytidine). Isolated yield 68.6%. As a reaction SMILES: [Si]([O:18][CH2:19][C@H:20]1[S:24][C@@H:23]([N:25]2[CH:32]=[CH:31][C:29]([NH2:30])=[N:28][C:26]2=[O:27])[CH2:22][CH2:21]1)(C(C)(C)C)(C1C=CC=CC=1)C1C=CC=CC=1.[F-].C([N+](CCCC)(CCCC)CCCC)CCC.C(O)(=O)C>O1CCCC1.O.C(OCC)C>[C@@H:23]1([N:25]2[CH:32]=[CH:31][C:29]([NH2:30])=[N:28][C:26]2=[O:27])[S:24][C@H:20]([CH2:19][OH:18])[CH2:21][CH2:22]1 |f:1.2|. Procedure: The compound 13 (78 mg, 0.17 mmol) was dissolved in 4 mL tetrahydrofuran and then 1 M tetrabutylammonium fluoride in THF (0.2 mL, 0.2 mmol) and acetic acid (11.5 μm, 0.2 mmol) were added, with subsequent stirring at 25° C. overnight. The reaction was diluted with 10 mL water and 10 mL ethyl ether followed by stirring for 5 minutes. The aqueous phase was washed with 20 mL ethyl ether and concentrated in vacuo to 1 mL. The aqueous residue was eluted through a 5-mL Dowex 1×4 (-OH) column with water... The reactants are O=C([O-])[O-], COS(=O)(=O)OC, CC(C)=O, [K+], [K+], O=[N+]([O-])c1ccccc1-c1ccc(O)cc1. Product: COc1ccc(-c2ccccc2[N+](=O)[O-])cc1. Reaction SMILES: [C:24](=[O:25])([O-:26])[O-:27].[CH3:17][O:18][S:19]([O:20][CH3:21])(=[O:22])=[O:23].[CH3:30][C:31](=[O:32])[CH3:33].[K+:28].[K+:29].[OH:1][c:2]1[cH:3][cH:4][c:5](-[c:8]2[c:9]([N+:14](=[O:15])[O-:16])[cH:10][cH:11][cH:12][cH:13]2)[cH:6][cH:7]1>>[O:1]([c:2]1[cH:3][cH:4][c:5](-[c:8]2[c:9]([N+:14](=[O:15])[O-:16])[cH:10][cH:11][cH:12][cH:13]2)[cH:6][cH:7]1)[CH3:17].